This data is from the Open Reaction Database (ORD), a public repository of structured organic reaction records. The task is: describe an organic reaction: reactants, conditions, products, and yield Run in C(Cl)Cl (CH2Cl2), CCOCC (Et2O), C(Cl)Cl (CH2Cl2). Starting materials: C(C1=CC=CC=C1)OC1=C(N=C2C(OCCN2C1=O)(C)C)C(=O)O (3-(benzyloxy)-9,9-dimethyl-4-oxo-4,6,7,9-tetrahydropyrimido[2,1-c][1,4]oxazine-2-carboxylic acid), C(C(=O)Cl)(=O)Cl (oxalyl chloride), NN (hydrazine), CN(C)C=O (DMF). RXN SMILES: [CH2:1]([O:8][C:9]1[C:18](=[O:19])[N:17]2[C:12]([C:13]([CH3:21])([CH3:20])[O:14][CH2:15][CH2:16]2)=[N:11][C:10]=1[C:22]([OH:24])=O)[C:2]1[CH:7]=[CH:6][CH:5]=[CH:4][CH:3]=1.CN(C=O)C.C(Cl)(=O)C(Cl)=O.[NH2:36][NH2:37]>C(Cl)Cl.CCOCC>[CH2:1]([O:8][C:9]1[C:18](=[O:19])[N:17]2[C:12]([C:13]([CH3:20])([CH3:21])[O:14][CH2:15][CH2:16]2)=[N:11][C:10]=1[C:22]([NH:36][NH2:37])=[O:24])[C:2]1[CH:3]=[CH:4][CH:5]=[CH:6][CH:7]=1. Reported procedure: To a stirred suspension of 3-(benzyloxy)-9,9-dimethyl-4-oxo-4,6,7,9-tetrahydropyrimido[2,1-c][1,4]oxazine-2-carboxylic acid (prepared according to the procedure in Naidu, B. N. et al WO2005118593) (0.66 g, 2 mmol) in CH2Cl2 (10 mL) containing catalytic DMF was added oxalyl chloride in CH2Cl2 (2 M, 2 mL, 4 mmol) at room temperature. After 3 h, the resulting clear reaction solution was concentrated to remove excess oxalyl chloride. The resulting residue was re-dissolved in CH2Cl2 (20 mL) and treat... Yields the product C(C1=CC=CC=C1)OC1=C(N=C2C(OCCN2C1=O)(C)C)C(=O)NN (3-(Benzyloxy)-9,9-dimethyl-4-oxo-4,6,7,9-tetrahydropyrimido[2,1-c][1,4]oxazine-2-carbohydrazide). Reaction conditions: time 3 hour. The yield is 27.0%. The reactants are C1(=CC=CC=C1)C1(CCCC1)COS(=O)(=O)C (methanesulfonic acid 1-phenyl-cyclopentylmethyl ester), [I-].[K+] (potassium iodide), [C-]#N.[Na+] (sodium cyanide), O (water). The solvent is CS(=O)C (dimethyl sulfoxide). Run at temperature 140 celsius, time 16 hour. Yields the product C1(=CC=CC=C1)C1(CCCC1)CC#N ((1-phenyl-cyclopentyl)-acetonitrile). Yield: 51.5%. RXN SMILES: [C:1]1([C:7]2([CH2:12]OS(C)(=O)=O)[CH2:11][CH2:10][CH2:9][CH2:8]2)[CH:6]=[CH:5][CH:4]=[CH:3][CH:2]=1.[I-].[K+].[C-:20]#[N:21].[Na+].O>CS(C)=O>[C:1]1([C:7]2([CH2:12][C:20]#[N:21])[CH2:11][CH2:10][CH2:9][CH2:8]2)[CH:6]=[CH:5][CH:4]=[CH:3][CH:2]=1 |f:1.2,3.4|. Procedure: To a stirred solution of methanesulfonic acid 1-phenyl-cyclopentylmethyl ester (24-01) (6 g, 23.59 mmol) in dimethyl sulfoxide (18 mL) were added potassium iodide (392 mg, 2.59 mmol) and sodium cyanide (1.734 g, 35.384 mmol). The mixture was stirred for 140° C. for 16 h. After completion of the reaction, water was added and the mixture was filtered through celite. The filtrate was extracted with ethyl acetate, dried and evaporated to get a crude product which was purified using a normal silica c... Starting materials: O1C(CCCC1)OCCCCCCCCCC#CCCCCCCCCCCCCCCCCCCCC (1-tetrahydropyranyloxyhentriacont-10-yne), O (water), O.C1(=CC=C(C=C1)S(=O)(=O)O)C (p-toluenesulfonic acid monohydrate). The solvent is C1CCOC1 (THF), CO (methanol). Conditions: time 3 hour. Yields the product C(CCCCCCCCC#CCCCCCCCCCCCCCCCCCCCC)O (Hentriacont-10-yn-1-ol). As a reaction SMILES: O1CCCCC1[O:7][CH2:8][CH2:9][CH2:10][CH2:11][CH2:12][CH2:13][CH2:14][CH2:15][CH2:16][C:17]#[C:18][CH2:19][CH2:20][CH2:21][CH2:22][CH2:23][CH2:24][CH2:25][CH2:26][CH2:27][CH2:28][CH2:29][CH2:30][CH2:31][CH2:32][CH2:33][CH2:34][CH2:35][CH2:36][CH2:37][CH3:38].O.C1(C)C=CC(S(O)(=O)=O)=CC=1.O>C1COCC1.CO>[CH2:8]([OH:7])[CH2:9][CH2:10][CH2:11][CH2:12][CH2:13][CH2:14][CH2:15][CH2:16][C:17]#[C:18][CH2:19][CH2:20][CH2:21][CH2:22][CH2:23][CH2:24][CH2:25][CH2:26][CH2:27][CH2:28][CH2:29][CH2:30][CH2:31][CH2:32][CH2:33][CH2:34][CH2:35][CH2:36][CH2:37][CH3:38] |f:1.2|. Procedure: 25.6 g (0.048 mol) of 1-tetrahydropyranyloxyhentriacont-10-yne of Example 8 were dissolved in a mixture of 100 ml of THF and 50 ml of methanol, and a catalytic amount (spatula tipful) of p-toluenesulfonic acid monohydrate was added at room temperature. After 3 h at room temperature, the reaction mixture was poured into 1.5 1 of water and stirred for 30 min. The product was filtered off with suction, washed with water and dried under high vacuum. The reactants are CCOC(=O)CC(C)(C)C, CC(C)[N-]C(C)C, O=C(c1ccc(F)cc1)c1ccc(F)cc1, [Li+], C1CCOC1. Product: CCOC(=O)C(C(C)(C)C)C(O)(c1ccc(F)cc1)c1ccc(F)cc1. As a reaction SMILES: [CH3:9][C:10]([CH2:11][C:12](=[O:13])[O:14][CH2:15][CH3:16])([CH3:17])[CH3:18].[CH:1]([N-:2][CH:3]([CH3:4])[CH3:5])([CH3:6])[CH3:7].[F:19][c:20]1[cH:21][cH:22][c:23]([C:24](=[O:25])[c:26]2[cH:27][cH:28][c:29]([F:32])[cH:30][cH:31]2)[cH:33][cH:34]1.[Li+:8].[O:35]1[CH2:36][CH2:37][CH2:38][CH2:39]1>>[CH3:9][C:10]([CH:11]([C:12](=[O:13])[O:14][CH2:15][CH3:16])[C:24]([c:23]1[cH:22][cH:21][c:20]([F:19])[cH:34][cH:33]1)([OH:25])[c:26]1[cH:27][cH:28][c:29]([F:32])[cH:30][cH:31]1)([CH3:17])[CH3:18].